This data is from the Open Reaction Database (ORD), a public repository of structured organic reaction records. The task is: describe an organic reaction: reactants, conditions, products, and yield Reactants: Cl.N[C@H]1CN(CC1)S(=O)(=O)C=1C=2C(=CN=CC2C=CC1)Br ((R)-3-Amino-1-(4-bromo-5-isoquinolinesulfonyl)pyrrolidine hydrochloride), Cl.N[C@@H]1CN(CC1)S(=O)(=O)C=1C=2C(=CN=CC2C=CC1)Br ((S)-3-amino-1-(4-bromo-5-isoquinolinesulfonyl)pyrrolidine hydrochloride). The product is C(C=C)N[C@H]1CN(CC1)S(=O)(=O)C=1C=2C(=CN=CC2C=CC1)Br ((R)-3-(Allylamino)-1-(4-bromo-5-isoquinolinesulfonyl)pyrrolidine). As a reaction SMILES: Cl.[NH2:2][C@@H:3]1[CH2:7][CH2:6][N:5]([S:8]([C:11]2[C:12]3[C:13]([Br:21])=[CH:14][N:15]=[CH:16][C:17]=3[CH:18]=[CH:19][CH:20]=2)(=[O:10])=[O:9])[CH2:4]1.Cl.N[C@H:24]1[CH2:28]CN(S(C2C3C(Br)=CN=CC=3C=CC=2)(=O)=O)[CH2:25]1>>[CH2:28]([NH:2][C@@H:3]1[CH2:7][CH2:6][N:5]([S:8]([C:11]2[C:12]3[C:13]([Br:21])=[CH:14][N:15]=[CH:16][C:17]=3[CH:18]=[CH:19][CH:20]=2)(=[O:10])=[O:9])[CH2:4]1)[CH:24]=[CH2:25] |f:0.1,2.3|. Procedure: (R)-3-Amino-1-(4-bromo-5-isoquinolinesulfonyl)pyrrolidine hydrochloride can be used in the method of Example 5-1 instead of (S)-3-amino-1-(4-bromo-5-isoquinolinesulfonyl)pyrrolidine hydrochloride to obtain the title compound. Reaction SMILES: [CH2:1]([C:3]1[N:7]=[C:6]([C:8]2[S:12][C:11]([NH2:13])=[N:10][C:9]=2[C:14]2[CH:19]=[CH:18][CH:17]=[CH:16][CH:15]=2)[O:5][N:4]=1)[CH3:2].[C:20](Cl)(=[O:22])[CH3:21]>>[CH2:1]([C:3]1[N:7]=[C:6]([C:8]2[S:12][C:11]([NH:13][C:20](=[O:22])[CH3:21])=[N:10][C:9]=2[C:14]2[CH:19]=[CH:18][CH:17]=[CH:16][CH:15]=2)[O:5][N:4]=1)[CH3:2]. The reactants are C(C)C1=NOC(=N1)C1=C(N=C(S1)N)C1=CC=CC=C1 (5-(3-ethyl-[1,2,4]oxadiazol-5-yl)-4-phenyl-thiazol-2-ylamine), C(C)(=O)Cl (acetyl chloride). Procedure details: Prepared from 5-(3-ethyl-[1,2,4]oxadiazol-5-yl)-4-phenyl-thiazol-2-ylamine and acetyl chloride. Yields the product C(C)C1=NOC(=N1)C1=C(N=C(S1)NC(C)=O)C1=CC=CC=C1 (N-[5-(3-Ethyl-[1,2,4]oxadiazol-5-yl)-4-phenyl-thiazol-2-yl]-acetamide). Yields the product CN(C(=O)OC(C)(C)C)C1CNCC1c1ccc(Cl)c(Cl)c1. The reactants are CN(C(=O)OC(C)(C)C)C1CN(Cc2ccccc2)CC1c1ccc(Cl)c(Cl)c1, CC#N, O=C(Cl)OCC(Cl)(Cl)Cl. As a reaction SMILES: [C:1]([CH3:2])([CH3:3])([CH3:4])[O:5][C:6]([N:7]([CH3:8])[CH:9]1[CH2:10][N:11]([CH2:22][c:23]2[cH:24][cH:25][cH:26][cH:27][cH:28]2)[CH2:12][CH:13]1[c:14]1[cH:15][c:16]([Cl:21])[c:17]([Cl:20])[cH:18][cH:19]1)=[O:29].[CH3:39][C:40]#[N:41].[Cl:30][C:31]([O:32][CH2:33][C:34]([Cl:35])([Cl:36])[Cl:37])=[O:38]>>[C:1]([CH3:2])([CH3:3])([CH3:4])[O:5][C:6]([N:7]([CH3:8])[CH:9]1[CH2:10][NH:11][CH2:12][CH:13]1[c:14]1[cH:15][c:16]([Cl:21])[c:17]([Cl:20])[cH:18][cH:19]1)=[O:29]. Reactants: COC(=O)c1ccc(C(=O)N2CCN(c3ncccc3[N+](=O)[O-])CC2)nc1, CO, O. The product is O=C(O)c1ccc(C(=O)N2CCN(c3ncccc3[N+](=O)[O-])CC2)nc1. As a reaction SMILES: [CH3:1][O:2][C:3]([c:4]1[cH:5][n:6][c:7]([C:10](=[O:11])[N:12]2[CH2:13][CH2:14][N:15]([c:18]3[n:19][cH:20][cH:21][cH:22][c:23]3[N+:24](=[O:25])[O-:26])[CH2:16][CH2:17]2)[cH:8][cH:9]1)=[O:27].[CH3:29][OH:30].[OH2:28]>>[O:2]=[C:3]([c:4]1[cH:5][n:6][c:7]([C:10](=[O:11])[N:12]2[CH2:13][CH2:14][N:15]([c:18]3[n:19][cH:20][cH:21][cH:22][c:23]3[N+:24](=[O:25])[O-:26])[CH2:16][CH2:17]2)[cH:8][cH:9]1)[OH:27]. Starting materials: CC(C)(C)[Si](C)(C)OC1(c2ccccc2-c2ccc3[nH]c(COc4ccc(C(F)(F)F)cc4)nc3c2)CO1, C1CCOC1, O, Cc1ccccc1S(=O)(=O)O. Product: O=C(CO)c1ccccc1-c1ccc2[nH]c(COc3ccc(C(F)(F)F)cc3)nc2c1. As a reaction SMILES: [C:1]([Si:2]([CH3:3])([CH3:4])[O:6][C:7]1([c:10]2[c:11](-[c:16]3[cH:17][c:18]4[c:19]([nH:20][c:21]([CH2:23][O:24][c:25]5[cH:26][cH:27][c:28]([C:31]([F:32])([F:33])[F:34])[cH:29][cH:30]5)[n:22]4)[cH:35][cH:36]3)[cH:12][cH:13][cH:14][cH:15]2)[O:8][CH2:9]1)([CH3:5])([CH3:37])[CH3:38].[CH2:51]1[O:52][CH2:53][CH2:54][CH2:55]1.[OH2:39].[c:40]1([CH3:41])[c:42]([S:43]([OH:44])(=[O:45])=[O:46])[cH:47][cH:48][cH:49][cH:50]1>>[O:6]=[C:7]([CH2:9][OH:8])[c:10]1[c:11](-[c:16]2[cH:17][c:18]3[c:19]([nH:20][c:21]([CH2:23][O:24][c:25]4[cH:26][cH:27][c:28]([C:31]([F:32])([F:33])[F:34])[cH:29][cH:30]4)[n:22]3)[cH:35][cH:36]2)[cH:12][cH:13][cH:14][cH:15]1. Yields the product CCN(CC)CCCCNc1ncc2c(n1)N(C1CCCC1)C(=O)N(c1c(F)c(O)cc(OC)c1F)C2. Reaction SMILES: [CH3:44][N:45]([CH3:46])[CH:47]=[O:48].[CH:1]1([N:6]2[C:7](=[O:38])[N:8]([c:26]3[c:27]([F:37])[c:28]([O:35][CH3:36])[cH:29][c:30]([O:33][CH3:34])[c:31]3[F:32])[CH2:9][c:10]3[c:11]2[n:12][c:13]([NH:16][CH2:17][CH2:18][CH2:19][CH2:20][N:21]([CH2:22][CH3:23])[CH2:24][CH3:25])[n:14][cH:15]3)[CH2:2][CH2:3][CH2:4][CH2:5]1.[Cl:39][CH2:40][Cl:41].[ClH:43].[OH2:42]>>[CH:1]1([N:6]2[C:7](=[O:38])[N:8]([c:26]3[c:27]([F:37])[c:28]([O:35][CH3:36])[cH:29][c:30]([OH:33])[c:31]3[F:32])[CH2:9][c:10]3[c:11]2[n:12][c:13]([NH:16][CH2:17][CH2:18][CH2:19][CH2:20][N:21]([CH2:22][CH3:23])[CH2:24][CH3:25])[n:14][cH:15]3)[CH2:2][CH2:3][CH2:4][CH2:5]1. Starting materials: CN(C)C=O, CCN(CC)CCCCNc1ncc2c(n1)N(C1CCCC1)C(=O)N(c1c(F)c(OC)cc(OC)c1F)C2, ClCCl, Cl, O. The reactants are CC(=O)NC(C)(C)[C@@H]1CC2(CCN(CC2)C(=O)OC(C)(C)C)c3cc(Cl)c(C)cc13, CC1(C)OB(OC1(C)C)c2ccc(cc2)c3cnccn3. Reagents/catalysts: CCN=P(N=P(N(C)C)(N(C)C)N(C)C)(N(C)C)N(C)C (P2-Et), CC(C)c1cc(C(C)C)c(-c2ccccc2[PH](C(C)(C)C)(C(C)(C)C)[Pd]2(OS(C)(=O)=O)Nc3ccccc3-c3ccccc32)c(C(C)C)c1 (tBuXphos G3). Solvent: CS(C)=O (DMSO), O (water), CS(C)=O (DMSO), CS(C)=O (DMSO), CS(C)=O (DMSO). Run at time 22 hour. Product: CC(=O)NC(C)(C)[C@@H]1CC2(CCN(CC2)C(=O)OC(C)(C)C)c3cc(c(C)cc13)c4ccc(cc4)c5cnccn5, CC(=O)NC(C)(C)[C@@H]1CC2(CCN(CC2)C(=O)OC(C)(C)C)c3cc(Cl)c(C)cc13, c1ccc(-c2ccccc2)cc1. Starting materials: C(C)(C)(C)OC(=O)N(S(=O)(=O)C)C1=C(C=C(C(=O)OCC(=O)O[C@@H](CC2=C(C=[N+](C=C2Cl)[O-])Cl)C2=CC(=C(C=C2)OC(F)F)OCC2CC2)C=C1)OCC1CC1 ((S)-4-(2-(2-(4-(N-(tert-butoxycarbonyl)methylsulfonamido)-3-(cyclopropylmethoxy)benzoyloxy)acetoxy)-2-(3-(cyclopropylmethoxy)-4-(difluoromethoxy)phenyl)ethyl)-3,5-dichloropyridine 1-oxide), O1CCOCC1 (dioxane). Run in C(Cl)Cl (DCM), Cl (HCl). Conditions: time 8 hour. Product: ClC=1C=[N+](C=C(C1C[C@H](OC(COC(C1=CC(=C(C=C1)NS(=O)(=O)C)OCC1CC1)=O)=O)C1=CC(=C(C=C1)OC(F)F)OCC1CC1)Cl)[O-] ((S)-3,5-dichloro-4-(2-(3-(cyclopropylmethoxy)-4-(difluoromethoxy)phenyl)-2-(2-(3-(cyclopropylmethoxy)-4-(methylsulfonamido)-benzoyloxy)acetoxy)ethyl)pyridine 1-oxide). Isolated yield 81.0%. As a reaction SMILES: C(OC([N:8]([C:13]1[CH:51]=[CH:50][C:16]([C:17]([O:19][CH2:20][C:21]([O:23][C@H:24]([C:35]2[CH:40]=[CH:39][C:38]([O:41][CH:42]([F:44])[F:43])=[C:37]([O:45][CH2:46][CH:47]3[CH2:49][CH2:48]3)[CH:36]=2)[CH2:25][C:26]2[C:31]([Cl:32])=[CH:30][N+:29]([O-:33])=[CH:28][C:27]=2[Cl:34])=[O:22])=[O:18])=[CH:15][C:14]=1[O:52][CH2:53][CH:54]1[CH2:56][CH2:55]1)[S:9]([CH3:12])(=[O:11])=[O:10])=O)(C)(C)C.O1CCOCC1>C(Cl)Cl.Cl>[Cl:34][C:27]1[CH:28]=[N+:29]([O-:33])[CH:30]=[C:31]([Cl:32])[C:26]=1[CH2:25][C@@H:24]([C:35]1[CH:40]=[CH:39][C:38]([O:41][CH:42]([F:43])[F:44])=[C:37]([O:45][CH2:46][CH:47]2[CH2:49][CH2:48]2)[CH:36]=1)[O:23][C:21](=[O:22])[CH2:20][O:19][C:17](=[O:18])[C:16]1[CH:50]=[CH:51][C:13]([NH:8][S:9]([CH3:12])(=[O:11])=[O:10])=[C:14]([O:52][CH2:53][CH:54]2[CH2:55][CH2:56]2)[CH:15]=1. Procedure details: To a solution of (S)-4-(2-(2-(4-(N-(tert-butoxycarbonyl)methylsulfonamido)-3-(cyclopropylmethoxy)benzoyloxy)acetoxy)-2-(3-(cyclopropylmethoxy)-4-(difluoromethoxy)phenyl)ethyl)-3,5-dichloropyridine 1-oxide (2.457 g, 2.91 mmol) in dry DCM (85 ml), HCl 4M in dioxane (7.26 ml, 29.1 mmol) was added, and the reaction was stirred at RT overnight. Then the solvent was evaporated and the residue was purified by flash chromatography on silica gel (eluent: DCM/MeOH 99:1). Combined fractions were evaporated... The reactants are CC(C)C[Al+]CC(C)C, COC(=O)CCc1cnoc1-c1ccc(F)c(Cl)c1, Cl, [H-], C1CCOC1. The product is OCCCc1cnoc1-c1ccc(F)c(Cl)c1. Reaction SMILES: [CH2:21]([Al+:22][CH2:23][CH:24]([CH3:25])[CH3:26])[CH:27]([CH3:28])[CH3:29].[Cl:1][c:2]1[cH:3][c:4](-[c:9]2[c:10]([CH2:14][CH2:15][C:16](=[O:17])[O:18][CH3:19])[cH:11][n:12][o:13]2)[cH:5][cH:6][c:7]1[F:8].[ClH:30].[H-:20].[O:31]1[CH2:32][CH2:33][CH2:34][CH2:35]1>>[Cl:1][c:2]1[cH:3][c:4](-[c:9]2[c:10]([CH2:14][CH2:15][CH2:16][OH:17])[cH:11][n:12][o:13]2)[cH:5][cH:6][c:7]1[F:8]. Starting materials: C(C)(=O)OCC (ethyl acetate), ClC1=C(C=O)C=C(C=C1)[N+](=O)[O-] (2-chloro-5-nitrobenzaldehyde), C(C)OC(C(CC(=O)OCC)=O)OCC (ethyl 4,4-diethoxyacetoacetate), N1CCCCC1 (piperidine). Procedure details: A mixture of 2-chloro-5-nitrobenzaldehyde (3.73 g), ethyl 4,4-diethoxyacetoacetate (4.365 g) and piperidine (272.5 mg) in benzene (10 ml) was refluxed under azeotropic dehydration for 1.5 hours. To the mixture was added ethyl acetate, and the resultant mixture was washed three times with water and then with an aqueous solution of sodium chloride, and dried over magnesium sulfate. The solvent was removed under reduced pressure to give a reddish brown oil (7.87 g) of ethyl 2-(2-chloro-5-nitrobenzy... Solvent: C1=CC=CC=C1 (benzene). As a reaction SMILES: [Cl:1][C:2]1[CH:9]=[CH:8][C:7]([N+:10]([O-:12])=[O:11])=[CH:6][C:3]=1[CH:4]=O.[CH2:13]([O:15][CH:16]([O:25][CH2:26][CH3:27])[C:17](=[O:24])[CH2:18][C:19]([O:21][CH2:22][CH3:23])=[O:20])[CH3:14].N1CCCCC1.C(OCC)(=O)C>C1C=CC=CC=1>[Cl:1][C:2]1[CH:9]=[CH:8][C:7]([N+:10]([O-:12])=[O:11])=[CH:6][C:3]=1[CH:4]=[C:18]([C:17]([CH:16]([O:15][CH2:13][CH3:14])[O:25][CH2:26][CH3:27])=[O:24])[C:19]([O:21][CH2:22][CH3:23])=[O:20]. The yield is 102.0%. Product: ClC1=C(C=C(C(=O)OCC)C(=O)C(OCC)OCC)C=C(C=C1)[N+](=O)[O-] (ethyl 2-(2-chloro-5-nitrobenzylidene)-4,4-diethoxyacetoacetate).